This data is from the Open Reaction Database (ORD), a public repository of structured organic reaction records. The task is: describe an organic reaction: reactants, conditions, products, and yield RXN SMILES: [Cl:1][C:2]1[N:7]=[C:6](Cl)[C:5]([Cl:9])=[CH:4][N:3]=1.Cl[C:11]1C(C)=NC(C)=NC=1>C1COCC1.CN1C(=O)CCC1.C/C(/[O-])=C/C(C)=O.C/C(/[O-])=C/C(C)=O.C/C(/[O-])=C/C(C)=O.[Fe+3]>[Cl:1][C:2]1[N:7]=[C:6]([CH3:11])[C:5]([Cl:9])=[CH:4][N:3]=1 |f:2.3,4.5.6.7|. Procedure: 2,4,5-trichloropyrimidine (1.83 g, 10 mmol) was dissolved in THF:NMP (10:1, 100 mL) at room temperature and iron(III) acetylacetonate (0.71 g, 2.0 mmol) was added under N2. MgBrMe (3M, 12 mmol) was added drop-wise via syringe. The mixture was cooled to RT, progress was verified by LC-MS: typical results show product vs starting material vs 5-chloro-2,4-dimethylpyrimidine side product ˜2:2:1 ratio. The reaction was quenched with ice cold, saturated ammonium chloride (, 100 mL), extracted with eth... Reagents/catalysts: C/C(=C/C(=O)C)/[O-].C/C(=C/C(=O)C)/[O-].C/C(=C/C(=O)C)/[O-].[Fe+3] (iron(III) acetylacetonate). The reactants are ClC1=NC=C(C(=N1)Cl)Cl (2,4,5-trichloropyrimidine), ClC=1C(=NC(=NC1)C)C (5-chloro-2,4-dimethylpyrimidine). Run in C1CCOC1.CN1CCCC1=O (THF NMP). The product is ClC1=NC=C(C(=N1)C)Cl (2,5-dichloro-4-methylpyrimidine).